The task is: describe an organic reaction: reactants, conditions, products, and yield. This data is from the Open Reaction Database (ORD), a public repository of structured organic reaction records. The reactants are C(C)(C)(C)C1=C(OC=2C=CC(=C(C2)N(C(OC(C)(C)C)=O)C)[N+](=O)[O-])C=CC(=C1)O (t-butyl N-[5-(2-t-butyl-4-hydroxyphenoxy)-2-nitrophenyl]-N-methylcarbamate). Reagents/catalysts: [Pd] (palladium on carbon). Solvent: CO (methanol). Yields the product NC1=C(C=C(C=C1)OC1=C(C=C(C=C1)O)C(C)(C)C)N(C(OC(C)(C)C)=O)C (t-Butyl N-[2-amino-5-(2-t-butyl-4-hydroxyphenoxy)phenyl]-N-methylcarbamate). The yield is 93.9%. Reaction SMILES: [C:1]([C:5]1[CH:29]=[C:28]([OH:30])[CH:27]=[CH:26][C:6]=1[O:7][C:8]1[CH:9]=[CH:10][C:11]([N+:23]([O-])=O)=[C:12]([N:14]([CH3:22])[C:15](=[O:21])[O:16][C:17]([CH3:20])([CH3:19])[CH3:18])[CH:13]=1)([CH3:4])([CH3:3])[CH3:2]>[Pd].CO>[NH2:23][C:11]1[CH:10]=[CH:9][C:8]([O:7][C:6]2[CH:26]=[CH:27][C:28]([OH:30])=[CH:29][C:5]=2[C:1]([CH3:4])([CH3:2])[CH3:3])=[CH:13][C:12]=1[N:14]([CH3:22])[C:15](=[O:21])[O:16][C:17]([CH3:20])([CH3:19])[CH3:18]. Procedure details: In a similar manner to that described in Reference Example 7, a reaction was carried out using t-butyl N-[5-(2-t-butyl-4-hydroxyphenoxy)-2-nitrophenyl]-N-methylcarbamate (1.09 g), palladium on carbon (10%, 0.15 g) and methanol (20 ml) and the reaction mixture was purified to give the title compound (0.95 g). Reactants: C1=CC=C(C=C1)[P-]C2=CC=CC=C2.[K+] (potassium diphenylphosphide), N1=C(C=CC=C1)C(C)(C1=CC=CC(=N1)F)C1=CC=CC(=N1)F (6,6′-(1-(pyridin-2-yl)ethane-1,1-diyl)bis(2-fluoropyridin)), [Cl-].[NH4+] (ammonium chloride). Run in O1CCCC1 (tetrahydrofurane). Run at temperature -60 celsius, time 3 day. Product: N1=C(C=CC=C1)C(C)(C1=CC=CC(=N1)P(C1=CC=CC=C1)C1=CC=CC=C1)C1=CC=CC(=N1)P(C1=CC=CC=C1)C1=CC=CC=C1 (6,6′-(1-(pyridin-2-yl)ethane-1,1-diyl)bis(2-(diphenylphosphino)pyridine)). The yield is 132.3%. RXN SMILES: [N:1]1[CH:6]=[CH:5][CH:4]=[CH:3][C:2]=1[C:7]([C:16]1[N:21]=[C:20](F)[CH:19]=[CH:18][CH:17]=1)([C:9]1[N:14]=[C:13](F)[CH:12]=[CH:11][CH:10]=1)[CH3:8].[CH:23]1[CH:28]=[CH:27][C:26]([P-:29][C:30]2[CH:35]=[CH:34][CH:33]=[CH:32][CH:31]=2)=[CH:25][CH:24]=1.[K+].[Cl-].[NH4+]>O1CCCC1>[N:1]1[CH:6]=[CH:5][CH:4]=[CH:3][C:2]=1[C:7]([C:16]1[N:21]=[C:20]([P:29]([C:30]2[CH:31]=[CH:32][CH:33]=[CH:34][CH:35]=2)[C:26]2[CH:27]=[CH:28][CH:23]=[CH:24][CH:25]=2)[CH:19]=[CH:18][CH:17]=1)([C:9]1[N:14]=[C:13]([P:29]([C:26]2[CH:27]=[CH:28][CH:23]=[CH:24][CH:25]=2)[C:30]2[CH:35]=[CH:34][CH:33]=[CH:32][CH:31]=2)[CH:12]=[CH:11][CH:10]=1)[CH3:8] |f:1.2,3.4|. Procedure details: 14.0 g (48.0 mmol) of 6,6′-(1-(pyridin-2-yl)ethane-1,1-diyl)bis(2-fluoropyridin) were dissolved in 300 ml of tetrahydrofurane and cooled to −60° C. 200 ml (100 mmol) of potassium diphenylphosphide (0.5 M solution in tetrahydrofurane) were added and the mixture was stirred for three days at room temperature. The reaction was hydrolysed with 200 ml of saturated ammonium chloride solution. The aqueous layer was extracted three times with ethyl acetate. The combined organic layers were washed two ti... The reactants are ice water, C(C1=CC=CC=C1)OC1=CC=C(C=O)C=C1 (p-Benzyloxybenzaldehyde), N(C1=CC=CC=C1)CCC#N (β-anilinopropionitrile), C[O-].[Na+] (sodium methoxide). The solvent is CS(=O)C (dimethylsulphoxide), CS(=O)C (dimethylsulphoxide). Product: N(C1=CC=CC=C1)C=C(C#N)CC1=CC=C(C=C1)OCC1=CC=CC=C1 (β-anilino-α-(p-benzyloxybenzyl) acrylonitrile). RXN SMILES: [CH2:1]([O:8][C:9]1[CH:16]=[CH:15][C:12]([CH:13]=O)=[CH:11][CH:10]=1)[C:2]1[CH:7]=[CH:6][CH:5]=[CH:4][CH:3]=1.[NH:17]([CH2:24][CH2:25][C:26]#[N:27])[C:18]1[CH:23]=[CH:22][CH:21]=[CH:20][CH:19]=1.C[O-].[Na+]>CS(C)=O>[NH:17]([CH:24]=[C:25]([CH2:13][C:12]1[CH:15]=[CH:16][C:9]([O:8][CH2:1][C:2]2[CH:7]=[CH:6][CH:5]=[CH:4][CH:3]=2)=[CH:10][CH:11]=1)[C:26]#[N:27])[C:18]1[CH:23]=[CH:22][CH:21]=[CH:20][CH:19]=1 |f:2.3|. Procedure details: p-Benzyloxybenzaldehyde (25 g.), β-anilinopropionitrile (22 g.), and dimethylsulphoxide (25 ml.) were heated together to 95° C, and a slurry of sodium methoxide (1 g.) in dimethylsulphoxide (20 ml.) was carefully added such that the temperature rose to 105° C. The mixture was heated to 125°-130° and held at that temperature for 11/2 hr. The reaction mixture was poured into ice-water (500 ml.), and the resulting solid was collected and washed by decantation. The crude product was slurried in cold... The reactants are COC(=O)C1CSC(C)C1=O, Cl, NO, c1ccncc1. Yields the product COC(=O)C1CSC(C)C1=NO. As a reaction SMILES: [C:1](=[O:2])([O:3][CH3:4])[CH:5]1[C:6](=[O:11])[CH:7]([CH3:10])[S:8][CH2:9]1.[ClH:12].[NH2:13][OH:14].[cH:15]1[cH:16][cH:17][n:18][cH:19][cH:20]1>>[C:1](=[O:2])([O:3][CH3:4])[CH:5]1[C:6](=[N:13][OH:14])[CH:7]([CH3:10])[S:8][CH2:9]1. The reactants are ClC=1N=C(C2=C(N1)C(=NN2CCOCC)C(=O)OC)Cl (Methyl 5,7-dichloro-1-(2-ethoxyethyl)-1H-pyrazolo[4,3-d]pyrimidine-3-carboxylate), NC1=NC=CC(=C1)C (2-amino-4-methylpyridine). The solvent is CS(=O)C (dimethyl sulphoxide). Run at time 18 hour. Yields the product ClC=1N=C(C2=C(N1)C(=NN2CCOCC)C(=O)OC)NC2=NC=CC(=C2)C (Methyl 5-chloro-1-(2-ethoxyethyl)-7-(4-methylpyridin-2-yl-amino)-1H-pyrazolo[4,3-d]pyrimidine-3-carboxylate). As a reaction SMILES: [Cl:1][C:2]1[N:3]=[C:4](Cl)[C:5]2[N:10]([CH2:11][CH2:12][O:13][CH2:14][CH3:15])[N:9]=[C:8]([C:16]([O:18][CH3:19])=[O:17])[C:6]=2[N:7]=1.[NH2:21][C:22]1[CH:27]=[C:26]([CH3:28])[CH:25]=[CH:24][N:23]=1>CS(C)=O>[Cl:1][C:2]1[N:3]=[C:4]([NH:21][C:22]2[CH:27]=[C:26]([CH3:28])[CH:25]=[CH:24][N:23]=2)[C:5]2[N:10]([CH2:11][CH2:12][O:13][CH2:14][CH3:15])[N:9]=[C:8]([C:16]([O:18][CH3:19])=[O:17])[C:6]=2[N:7]=1. Procedure details: The dichloro compound of Step 6 (1.98 g, 6.20 mmol) was dissolved in dimethyl sulphoxide (10 mL) and the solution treated with 2-amino-4-methylpyridine (1.34 g, 12.4 mmol). The reaction mixture was stirred at room temperature for 18 hours. The reaction mixture was partitioned between dichloromethane (300 mL) and water (500 mL) and the dichloromethane layer separated. The organic phase was washed with water (3×100 mL), dried over magnesium sulphate and concentrated in vacuo. The residue was purif... Reaction SMILES: [C:1]1(=[O:2])[O:3][CH2:4][c:5]2[cH:6][cH:7][cH:8][cH:9][c:10]21.[N:23]#[C:24][c:25]1[cH:26][cH:27][cH:28][cH:29][cH:30]1.[OH:11][N:12]1[C:13](=[O:14])[c:15]2[cH:16][cH:17][cH:18][cH:19][c:20]2[C:21]1=[O:22]>>[C:1]1(=[O:2])[O:3][C:4](=[O:11])[c:5]2[cH:6][cH:7][cH:8][cH:9][c:10]21. Reactants: O=C1OCc2ccccc21, N#Cc1ccccc1, O=C1c2ccccc2C(=O)N1O. Yields the product O=C1OC(=O)c2ccccc21. As a reaction SMILES: [F:1][C:2]1[CH:7]=[CH:6][C:5]([NH:8][C:9](=O)[CH2:10][N:11]([CH2:19][CH2:20][C:21]2[CH:26]=[CH:25][CH:24]=[CH:23][CH:22]=2)[CH2:12][C:13]2[CH:18]=[CH:17][CH:16]=[CH:15][CH:14]=2)=[CH:4][CH:3]=1.[H-].[Al+3].[Li+].[H-].[H-].[H-]>>[F:1][C:2]1[CH:7]=[CH:6][C:5]([NH:8][CH2:9][CH2:10][N:11]([CH2:19][CH2:20][C:21]2[CH:22]=[CH:23][CH:24]=[CH:25][CH:26]=2)[CH2:12][C:13]2[CH:18]=[CH:17][CH:16]=[CH:15][CH:14]=2)=[CH:4][CH:3]=1 |f:1.2.3.4.5.6|. Reported procedure: In a manner similar to Preparation 2 react N-(4-fluorophenyl)-2-[(2-phenylethyl)(phenylmethyl)amino]acetamide with lithium aluminum hydride to obtain the title compound. The product is FC1=CC=C(C=C1)NCCN(CC1=CC=CC=C1)CCC1=CC=CC=C1 (N-(4-Fluorophenyl)-N'-(2-phenylethyl)-N'-phenylmethyl-1,2-ethanediamine). The reactants are FC1=CC=C(C=C1)NC(CN(CC1=CC=CC=C1)CCC1=CC=CC=C1)=O (N-(4-fluorophenyl)-2-[(2-phenylethyl)(phenylmethyl)amino]acetamide), [H-].[Al+3].[Li+].[H-].[H-].[H-] (lithium aluminum hydride). The reactants are [N+](=O)([O-])C1=CC=CC=2N=CNC21 (4-nitrobenzimidazole), FC1=CC(=CC=C1)[N+](=O)[O-] (1-fluoro-3-nitrobenzene). Yields the product [N+](=O)([O-])C1=CC=CC=2N(C=NC21)C2=CC(=CC=C2)[N+](=O)[O-] (4-Nitro-1-(3-nitrophenyl)benzimidazole). As a reaction SMILES: [N+:1]([C:4]1[C:12]2[NH:11][CH:10]=[N:9][C:8]=2[CH:7]=[CH:6][CH:5]=1)([O-:3])=[O:2].F[C:14]1[CH:19]=[CH:18][CH:17]=[C:16]([N+:20]([O-:22])=[O:21])[CH:15]=1>>[N+:1]([C:4]1[C:12]2[N:11]=[CH:10][N:9]([C:14]3[CH:19]=[CH:18][CH:17]=[C:16]([N+:20]([O-:22])=[O:21])[CH:15]=3)[C:8]=2[CH:7]=[CH:6][CH:5]=1)([O-:3])=[O:2]. Procedure: 4-Nitro-1-(3-nitrophenyl)benzimidazole was prepared analogueously to 3 g from 4-nitrobenzimidazole and 1-fluoro-3-nitrobenzene. Mp 260°-262° C. Reactants: CCOCC, Cn1nnc2cc(CO)ccc21, O, BrP(Br)Br. Product: Cn1nnc2cc(CBr)ccc21. Reaction SMILES: [CH3:17][CH2:18][O:19][CH2:20][CH3:21].[CH3:5][n:6]1[n:7][n:8][c:9]2[c:10]1[cH:11][cH:12][c:13]([CH2:15][OH:16])[cH:14]2.[OH2:22].[P:1]([Br:2])([Br:3])[Br:4]>>[Br:2][CH2:15][c:13]1[cH:12][cH:11][c:10]2[n:6]([CH3:5])[n:7][n:8][c:9]2[cH:14]1.